Task: describe an organic reaction: reactants, conditions, products, and yield. Dataset: the Open Reaction Database (ORD), a public repository of structured organic reaction records Starting materials: Cc1ccc(C(=O)O)s1, O=S(Cl)Cl. Yields the product Cc1ccc(C(=O)Cl)s1. RXN SMILES: [CH3:1][c:2]1[cH:3][cH:4][c:5]([C:7](=[O:8])[OH:9])[s:6]1.[S:10]([Cl:11])([Cl:12])=[O:13]>>[CH3:1][c:2]1[cH:3][cH:4][c:5]([C:7](=[O:9])[Cl:12])[s:6]1. Reactants: ClC1=C(OC=2C=C(C(=O)O)C=C(C2)OC2=CC=C(C=C2)C#N)C=CC(=C1)C#N (3-(2-chloro-4-cyano phenoxy)-5-(4-cyano phenoxy)benzoic acid), C(C)(C)(C)OC(NC1CCC(CC1)N)=O ((4-amino-cyclohexyl)-carbamic acid tert-butyl ester). Product: C(C)(C)(C)OC(NC1CCC(CC1)NC(C1=CC(=CC(=C1)OC1=CC=C(C=C1)C#N)OC1=C(C=C(C=C1)C#N)Cl)=O)=O ({4-[3-(2-Chloro-4-cyanophenoxy)-5-(4-cyano Phenoxy)benzoylamino]cyclohexyl}carbamic Acid Tert-butyl Ester). Isolated yield 80.2%. RXN SMILES: [Cl:1][C:2]1[CH:26]=[C:25]([C:27]#[N:28])[CH:24]=[CH:23][C:3]=1[O:4][C:5]1[CH:6]=[C:7]([CH:11]=[C:12]([O:14][C:15]2[CH:20]=[CH:19][C:18]([C:21]#[N:22])=[CH:17][CH:16]=2)[CH:13]=1)[C:8](O)=[O:9].[C:29]([O:33][C:34](=[O:43])[NH:35][CH:36]1[CH2:41][CH2:40][CH:39]([NH2:42])[CH2:38][CH2:37]1)([CH3:32])([CH3:31])[CH3:30]>>[C:29]([O:33][C:34](=[O:43])[NH:35][CH:36]1[CH2:37][CH2:38][CH:39]([NH:42][C:8](=[O:9])[C:7]2[CH:11]=[C:12]([O:14][C:15]3[CH:16]=[CH:17][C:18]([C:21]#[N:22])=[CH:19][CH:20]=3)[CH:13]=[C:5]([O:4][C:3]3[CH:23]=[CH:24][C:25]([C:27]#[N:28])=[CH:26][C:2]=3[Cl:1])[CH:6]=2)[CH2:40][CH2:41]1)([CH3:32])([CH3:30])[CH3:31]. Procedure details: Following the procedure of Example 5(c) 3-(2-chloro-4-cyano phenoxy)-5-(4-cyano phenoxy)benzoic acid 1.0 g (2.55 mmol) and (4-amino-cyclohexyl)-carbamic acid tert-butyl ester (0.54 g, 2.55 mmol) were used to afford 1.2 g of the required product. 1H NMR (DMSO-d6): δ 1.24 (4H, m), 1.38 (9H, s), 1.8 (4H, m), 3.2 (1H, m), 3.68 (1H, m), 6.76 (1H, d), 7.22 (4H, m), 7.5 (2H, s), 7.88 (3H, m), 8.26 (1H, d), 8.38 (1H, d). Reactants: C(C)(C)(C)OC(=O)N1CCC(CC1)OC=1C=C2C=CN(C(C2=CC1C1=CC=CC=C1)=O)CC1=CC=C(C=C1)OC (4-[2-(4-Methoxy-benzyl)-1-oxo-7-phenyl-1,2-dihydro-isoquinolin-6-yloxy]-piperidine-1-carboxylic acid tert-butyl ester), C(C)C1=C(C=C2C=CN(C(C2=C1)=O)CC1=CC=C(C=C1)OC)F (7-Ethyl-6-fluoro-2-(4-methoxy-benzyl)-2H-isoquinolin-1-one), C(C)(C)(C)OC(=O)N1CCC(CC1)O (4-hydroxy-piperidine-1-carboxylic acid tert-butyl ester). The product is C(C)(C)(C)OC(=O)N1CCC(CC1)OC=1C=C2C=CN(C(C2=CC1CC)=O)CC1=CC=C(C=C1)OC (4-[7-Ethyl-2-(4-methoxy-benzyl)-1-oxo-1,2-dihydro-isoquinolin-6-yloxy]-piperidine-1-carboxylic acid tert-butyl ester). As a reaction SMILES: [C:1]([O:5][C:6]([N:8]1[CH2:13][CH2:12][CH:11]([O:14][C:15]2[CH:16]=[C:17]3[C:22](=[CH:23][C:24]=2[C:25]2C=CC=C[CH:26]=2)[C:21](=[O:31])[N:20]([CH2:32][C:33]2[CH:38]=[CH:37][C:36]([O:39][CH3:40])=[CH:35][CH:34]=2)[CH:19]=[CH:18]3)[CH2:10][CH2:9]1)=[O:7])([CH3:4])([CH3:3])[CH3:2].C(C1C=C2C(C=CN(CC3C=CC(OC)=CC=3)C2=O)=CC=1F)C.C(OC(N1CCC(O)CC1)=O)(C)(C)C>>[C:1]([O:5][C:6]([N:8]1[CH2:9][CH2:10][CH:11]([O:14][C:15]2[CH:16]=[C:17]3[C:22](=[CH:23][C:24]=2[CH2:25][CH3:26])[C:21](=[O:31])[N:20]([CH2:32][C:33]2[CH:38]=[CH:37][C:36]([O:39][CH3:40])=[CH:35][CH:34]=2)[CH:19]=[CH:18]3)[CH2:12][CH2:13]1)=[O:7])([CH3:4])([CH3:2])[CH3:3]. Procedure: The title compound was synthesized following the method described for 4-[2-(4-methoxy-benzyl)-1-oxo-7-phenyl-1,2-dihydro-isoquinolin-6-yloxy]-piperidine-1-carboxylic acid tert-butyl ester (316), starting from 7-ethyl-6-fluoro-2-(4-methoxy-benzyl)-2H-isoquinolin-1-one (318) and 4-hydroxy-piperidine-1-carboxylic acid tert-butyl ester. Rt=1.91 min (Method C). Detected mass: 493.6 (M+H+). Reactants: N1C[C@@H](CC1)NC(=O)C1=CNC2=C1N=CN=C2C2=C(C=CC=1OCOC12)OCCC (4-(5-propoxy-benzo[1,3]dioxol-4-yl)-5H-pyrrolo[3,2-d]pyrimidine-7-carboxylic acid (R)-pyrrolidin-3-ylamide), COCC(=O)Cl (methoxy-acetyl chloride). Yields the product COCC(=O)N1C[C@@H](CC1)NC(=O)C1=CNC2=C1N=CN=C2C2=C(C=CC=1OCOC12)OCCC (4-(5-Propoxy-benzo[1,3]dioxol-4-yl)-5H-pyrrolo[3,2-d]pyrimidine-7-carboxylic acid [(R)-1-(2-methoxy-acetyl)-pyrrolidin-3-yl]amide). Reaction SMILES: [NH:1]1[CH2:5][CH2:4][C@@H:3]([NH:6][C:7]([C:9]2[C:13]3[N:14]=[CH:15][N:16]=[C:17]([C:18]4[C:26]5[O:25][CH2:24][O:23][C:22]=5[CH:21]=[CH:20][C:19]=4[O:27][CH2:28][CH2:29][CH3:30])[C:12]=3[NH:11][CH:10]=2)=[O:8])[CH2:2]1.[CH3:31][O:32][CH2:33][C:34](Cl)=[O:35]>>[CH3:31][O:32][CH2:33][C:34]([N:1]1[CH2:5][CH2:4][C@@H:3]([NH:6][C:7]([C:9]2[C:13]3[N:14]=[CH:15][N:16]=[C:17]([C:18]4[C:26]5[O:25][CH2:24][O:23][C:22]=5[CH:21]=[CH:20][C:19]=4[O:27][CH2:28][CH2:29][CH3:30])[C:12]=3[NH:11][CH:10]=2)=[O:8])[CH2:2]1)=[O:35]. Reported procedure: Starting from 4-(5-propoxy-benzo[1,3]dioxol-4-yl)-5H-pyrrolo[3,2-d]pyrimidine-7-carboxylic acid (R)-pyrrolidin-3-ylamide (example A178) and methoxy-acetyl chloride the title compound was obtained as colorless solid. The product is FC1=C(C=CC(=C1)F)C1=CC=C(C=C1)C(CCO)(C)O (3-(2',4'difluoro-4-biphenylyl)butane-1,3-diol). RXN SMILES: C([O:4][CH2:5][CH2:6][C:7]([C:10]1[CH:15]=[CH:14][C:13]([C:16]2[CH:21]=[CH:20][C:19]([F:22])=[CH:18][C:17]=2[F:23])=[CH:12][CH:11]=1)([OH:9])[CH3:8])(=O)C.[OH-].[Na+].C(O)C>O>[F:23][C:17]1[CH:18]=[C:19]([F:22])[CH:20]=[CH:21][C:16]=1[C:13]1[CH:14]=[CH:15][C:10]([C:7]([OH:9])([CH3:8])[CH2:6][CH2:5][OH:4])=[CH:11][CH:12]=1 |f:1.2|. The solvent is O (Water). Procedure: A solution of 3.2 g. of 1-acetoxy-3-(2',4'-difluoro-4-biphenylyl)-3-butanol and 2 g. of NaOH in 30 ml. of 80% aqueous ethanol is heated under reflux for 3 hours. Water is added; the product is extracted with chloroform, and the extract is evaporated to give 3-(2',4'difluoro-4-biphenylyl)butane-1,3-diol, m.p. 82°-84°. The reactants are C(C)(=O)OCCC(C)(O)C1=CC=C(C=C1)C1=C(C=C(C=C1)F)F (1-acetoxy-3-(2',4'-difluoro-4-biphenylyl)-3-butanol), [OH-].[Na+] (NaOH), C(C)O (ethanol). The reactants are Brc1cccnc1, C=Cc1ccc2nc(NCc3ccccc3OC)ccc2c1. The product is COc1ccccc1CNc1ccc2cc(C=Cc3cccnc3)ccc2n1. Reaction SMILES: [Br:23][c:24]1[cH:25][n:26][cH:27][cH:28][cH:29]1.[CH3:1][O:2][c:3]1[c:4]([CH2:5][NH:6][c:7]2[n:8][c:9]3[cH:10][cH:11][c:12]([CH:17]=[CH2:18])[cH:13][c:14]3[cH:15][cH:16]2)[cH:19][cH:20][cH:21][cH:22]1>>[CH3:1][O:2][c:3]1[c:4]([CH2:5][NH:6][c:7]2[n:8][c:9]3[cH:10][cH:11][c:12]([CH:17]=[CH:18][c:24]4[cH:25][n:26][cH:27][cH:28][cH:29]4)[cH:13][c:14]3[cH:15][cH:16]2)[cH:19][cH:20][cH:21][cH:22]1. Reactants: [H][H] (hydrogen), [N+](=O)([O-])C1=CC=C(OCCCCCOC2=CC=C(C=C2)[N+](=O)[O-])C=C1 (1,5-bis(4-nitrophenoxy)pentane). Reagents/catalysts: [Pd] (Pd/C). Run in O1CCCC1 (tetrahydrofuran). Product: NC1=CC=C(OCCCCCOC2=CC=C(C=C2)N)C=C1 (1,5-bis(4-aminophenoxy)pentane). Yield: 90.0%. As a reaction SMILES: [N+:1]([C:4]1[CH:25]=[CH:24][C:7]([O:8][CH2:9][CH2:10][CH2:11][CH2:12][CH2:13][O:14][C:15]2[CH:20]=[CH:19][C:18]([N+:21]([O-])=O)=[CH:17][CH:16]=2)=[CH:6][CH:5]=1)([O-])=O.[H][H]>O1CCCC1.[Pd]>[NH2:21][C:18]1[CH:17]=[CH:16][C:15]([O:14][CH2:13][CH2:12][CH2:11][CH2:10][CH2:9][O:8][C:7]2[CH:6]=[CH:5][C:4]([NH2:1])=[CH:25][CH:24]=2)=[CH:20][CH:19]=1. Reported procedure: A mixture of 1,5-bis(4-nitrophenoxy)pentane (32.7 grams, 94.4 mmol; prepared as described in Part A of this Example) and Pd/C 10% (1.00 gram, obtained from Aldrich Chemical Co.) was stirred for 20 hours in tetrahydrofuran (400 milliliters) under 200 pounds per square inch of hydrogen gas. The mixture was then filtered over CELITE, and the solvent was removed by evaporation under reduced pressure. The resulting crude solid was recrystallized from ethanol to afford pure 1,5-bis(4-aminophenoxy)pent... Reactants: CO, CC(=O)O, CCOC(=O)c1cn(-c2cc([N+](=O)[O-])c(F)c(F)c2F)c2nc(Cl)c(F)cc2c1=O. Product: CCOC(=O)c1cn(-c2cc(N)c(F)c(F)c2F)c2nc(Cl)c(F)cc2c1=O. As a reaction SMILES: [CH3:31][OH:32].[CH3:33][C:34](=[O:35])[OH:36].[Cl:1][c:2]1[c:3]([F:30])[cH:4][c:5]2[c:6](=[O:29])[c:7]([C:24](=[O:25])[O:26][CH2:27][CH3:28])[cH:8][n:9](-[c:12]3[c:13]([F:23])[c:14]([F:22])[c:15]([F:21])[c:16]([N+:18]([O-:19])=[O:20])[cH:17]3)[c:10]2[n:11]1>>[Cl:1][c:2]1[c:3]([F:30])[cH:4][c:5]2[c:6](=[O:29])[c:7]([C:24](=[O:25])[O:26][CH2:27][CH3:28])[cH:8][n:9](-[c:12]3[c:13]([F:23])[c:14]([F:22])[c:15]([F:21])[c:16]([NH2:18])[cH:17]3)[c:10]2[n:11]1.